This data is from the Open Reaction Database (ORD), a public repository of structured organic reaction records. The task is: describe an organic reaction: reactants, conditions, products, and yield The reactants are Cl.FC1(C(C1)COC=1C=C2CCN(CC2=CC1)CC1=CC=C(C=C1)[C@H](C)N)F ((S)-1-{4-[6-(2,2-Difluoro-cyclopropylmethoxy)-3,4-dihydro-1H-isoquinolin-2-ylmethyl]-phenyl}-ethylamine hydrochloride), TEA, C(C)N=C=O (ethyl isocyanate). Solvent: C1CCOC1 (THF). Yields the product FC1(C(C1)COC=1C=C2CCN(CC2=CC1)CC1=CC=C(C=C1)[C@H](C)NC(=O)NCC)F (1-((S)-1-{4-[6-(2,2-Difluoro-cyclopropylmethoxy)-3,4-dihydro-1H-isoquinolin-2-ylmethyl]-phenyl}-ethyl)-3-ethyl-urea). RXN SMILES: Cl.[F:2][C:3]1([F:28])[CH2:5][CH:4]1[CH2:6][O:7][C:8]1[CH:9]=[C:10]2[C:15](=[CH:16][CH:17]=1)[CH2:14][N:13]([CH2:18][C:19]1[CH:24]=[CH:23][C:22]([C@@H:25]([NH2:27])[CH3:26])=[CH:21][CH:20]=1)[CH2:12][CH2:11]2.[CH2:29]([N:31]=[C:32]=[O:33])[CH3:30]>C1COCC1>[F:28][C:3]1([F:2])[CH2:5][CH:4]1[CH2:6][O:7][C:8]1[CH:9]=[C:10]2[C:15](=[CH:16][CH:17]=1)[CH2:14][N:13]([CH2:18][C:19]1[CH:20]=[CH:21][C:22]([C@@H:25]([NH:27][C:32]([NH:31][CH2:29][CH3:30])=[O:33])[CH3:26])=[CH:23][CH:24]=1)[CH2:12][CH2:11]2 |f:0.1|. Reported procedure: 4.09 mg (10.0 μmol) (S)-1-{4-[6-(2,2-Difluoro-cyclopropylmethoxy)-3,4-dihydro-1H-isoquinolin-2-ylmethyl]-phenyl}-ethylamine hydrochloride (example XXXIII.1) and 5.62 μL (40.0 μmol) TEA in 250 μL THF are stirred at r.t. Then 3.91 μL (50.0 μmol) ethyl isocyanate are added and the resulting mixture is stirred at r.t. over night. The reaction is quenched by the addition of 25 μL aq. K2CO3 solution (c=3 mol/L), filtered over basic aluminum oxide and concentrated by evaporation. Reactants: CC(C)(C)OC(=O)n1c(CNC2CCCc3cccnc32)nc2ccccc21, CC(C)(C)OC(=O)NCC=O, ClCCl, [Na+], O=C([O-])O. Reaction SMILES: [C:1]([CH3:2])([CH3:3])([CH3:4])[O:5][C:6](=[O:7])[n:8]1[c:9]([CH2:17][NH:18][CH:19]2[CH2:20][CH2:21][CH2:22][c:23]3[cH:24][cH:25][cH:26][n:27][c:28]32)[n:10][c:11]2[c:12]1[cH:13][cH:14][cH:15][cH:16]2.[C:29]([CH3:30])([CH3:31])([CH3:32])[O:33][C:34]([NH:35][CH2:36][CH:37]=[O:38])=[O:39].[Cl:45][CH2:46][Cl:47].[Na+:44].[O-:40][C:41]([OH:42])=[O:43]>>[C:1]([CH3:2])([CH3:3])([CH3:4])[O:5][C:6](=[O:7])[n:8]1[c:9]([CH2:17][N:18]([CH:19]2[CH2:20][CH2:21][CH2:22][c:23]3[cH:24][cH:25][cH:26][n:27][c:28]32)[CH2:37][CH2:36][NH:35][C:34]([O:33][C:29]([CH3:30])([CH3:31])[CH3:32])=[O:39])[n:10][c:11]2[c:12]1[cH:13][cH:14][cH:15][cH:16]2. Product: CC(C)(C)OC(=O)NCCN(Cc1nc2ccccc2n1C(=O)OC(C)(C)C)C1CCCc2cccnc21. The product is Cl.Cl.Cl.NC1=CC=C(C=C1)N[C@@H](CCCCN)C(=O)O (Nα-(4-Aminophenyl)-L-lysine Trihydrochloride). The yield is 93.0%. Starting materials: O (water), [N+](=O)([O-])C1=CC=C(C=C1)N[C@@H](CCCCNC(=O)OCC1=CC=CC=C1)C(=O)O (Nα-(4-nitrophenyl)-Nε-(benzyloxycarbonyl)-L-lysine), Cl (hydrochloric acid). Reaction conditions: time 45 minute. Reaction SMILES: [N+:1]([C:4]1[CH:9]=[CH:8][C:7]([NH:10][C@H:11]([C:27]([OH:29])=[O:28])[CH2:12][CH2:13][CH2:14][CH2:15][NH:16]C(OCC2C=CC=CC=2)=O)=[CH:6][CH:5]=1)([O-])=O.O.[ClH:31]>C(O)C.[Pd]>[ClH:31].[ClH:31].[ClH:31].[NH2:1][C:4]1[CH:5]=[CH:6][C:7]([NH:10][C@H:11]([C:27]([OH:29])=[O:28])[CH2:12][CH2:13][CH2:14][CH2:15][NH2:16])=[CH:8][CH:9]=1 |f:5.6.7.8|. Run in C(C)O (ethanol). The reagents and catalysts are [Pd] (palladium-on-charcoal). Procedure: 0.40 g (1 mmol) of Nα-(4-nitrophenyl)-Nε-(benzyloxycarbonyl)-L-lysine is dissolved in 20 ml of ethanol, 5 ml of water and 0.5 ml (3.5 eq) of 5N hydrochloric acid in a 250 ml glass reactor (Paar apparatus). 0.5 g of palladium-on-charcoal (50% moisture and 10% active) is then introduced. The mixture is hydrogenated under a pressure of approximately 2.76×105 Pa for 45 minutes and at a temperature of 12° C. After filtration through celite, the filtrate is evaporated. The purplish oily residue is tak...